From a dataset of the Open Reaction Database (ORD), a public repository of structured organic reaction records. describe an organic reaction: reactants, conditions, products, and yield The reactants are CC(C)(C)C1=CC=C(C=C1C1=C(C=CC(=C1)OC)F)COC1=CC=C(C=C1)[C@H](CC(=O)OC)C#CCC (Methyl (3S)-3-(4-(((6-(1,1-dimethylethyl)-2′-fluoro-5′-(methyloxy)-1,1′-biphenyl-3-yl)methyl)oxy)phenyl)-4-heptynoate), C1CCOC1 (THF), CCO (EtOH), [OH-].[Na+] (sodium hydroxide). Conditions: time 18 hour. Product: CC(C)(C)C1=CC=C(C=C1C1=C(C=CC(=C1)OC)F)COC1=CC=C(C=C1)[C@H](CC(=O)O)C#CCC ((3S)-3-(4-(((6-(1,1-Dimethylethyl)-2′-fluoro-5′-(methyloxy)-1,1′-biphenyl-3-yl)methyl)oxy)phenyl)-4-heptynoic acid). Yield: 57.3%. RXN SMILES: [CH3:1][C:2]([C:5]1[C:10]([C:11]2[CH:16]=[C:15]([O:17][CH3:18])[CH:14]=[CH:13][C:12]=2[F:19])=[CH:9][C:8]([CH2:20][O:21][C:22]2[CH:27]=[CH:26][C:25]([C@@H:28]([C:34]#[C:35][CH2:36][CH3:37])[CH2:29][C:30]([O:32]C)=[O:31])=[CH:24][CH:23]=2)=[CH:7][CH:6]=1)([CH3:4])[CH3:3].C1COCC1.CCO.[OH-].[Na+]>>[CH3:4][C:2]([C:5]1[C:10]([C:11]2[CH:16]=[C:15]([O:17][CH3:18])[CH:14]=[CH:13][C:12]=2[F:19])=[CH:9][C:8]([CH2:20][O:21][C:22]2[CH:23]=[CH:24][C:25]([C@@H:28]([C:34]#[C:35][CH2:36][CH3:37])[CH2:29][C:30]([OH:32])=[O:31])=[CH:26][CH:27]=2)=[CH:7][CH:6]=1)([CH3:1])[CH3:3] |f:3.4|. Reported procedure: To a stirred solution of 24.3 (0.050 g, 0.10 mmol) in THF (2 mL, 0.2 mmol) and EtOH (2 mL, 0.2 mmol) at 23° C. was added a solution of 1 M sodium hydroxide (1.00 mL, 1.0 mmol). The resulting mixture was stirred for 18 hours. The resulting mixture was then concentrated in vacuo. 1 N HCl was added to bring the pH to 1, and the resulting mixture was extracted with EtOAc, dried over MgSO4, filtered, and concentrated. The product was purified by silica gel flash chromatography (0-20% EtOAc/hexane) to...